The task is: describe an organic reaction: reactants, conditions, products, and yield. This data is from the Open Reaction Database (ORD), a public repository of structured organic reaction records. Reactants: ClC=1C(=NC=CN1)C(=O)O (3-Chloropyrazine-2-carboxylic acid), C(Cl)Cl (Methylene chloride), CN(C=O)C (N,N-Dimethylformamide), C(C)NC(=O)NC1=CC=C(C=C1)C=1N=C(C2=C(N1)CNCC2)N2CCOCC2 (1-ethyl-3-(4-(4-morpholino-5,6,7,8-tetrahydropyrido[3,4-d]pyrimidin-2-yl)phenyl)urea), CN(C=O)C (N,N-Dimethylformamide), C(C)(C)N(C(C)C)CC (N,N-Diisopropylethylamine), C(C(=O)Cl)(=O)Cl (Oxalyl chloride). Conditions: time 3 hour. Yields the product ClC=1C(=NC=CN1)C(=O)N1CC=2N=C(N=C(C2CC1)N1CCOCC1)C1=CC=C(C=C1)NC(=O)NCC (1-(4-(7-(3-chloropyrazine-2-carbonyl)-4-morpholino-5,6,7,8-tetrahydropyrido[3,4-d]pyrimidin-2-yl)phenyl)-3-ethylurea). As a reaction SMILES: [Cl:1][C:2]1[C:3]([C:8]([OH:10])=O)=[N:4][CH:5]=[CH:6][N:7]=1.C(Cl)Cl.CN(C)C=O.C(Cl)(=O)C(Cl)=O.[CH2:25]([NH:27][C:28]([NH:30][C:31]1[CH:36]=[CH:35][C:34]([C:37]2[N:38]=[C:39]([N:47]3[CH2:52][CH2:51][O:50][CH2:49][CH2:48]3)[C:40]3[CH2:46][CH2:45][NH:44][CH2:43][C:41]=3[N:42]=2)=[CH:33][CH:32]=1)=[O:29])[CH3:26].C(N(CC)C(C)C)(C)C>>[Cl:1][C:2]1[C:3]([C:8]([N:44]2[CH2:45][CH2:46][C:40]3[C:39]([N:47]4[CH2:52][CH2:51][O:50][CH2:49][CH2:48]4)=[N:38][C:37]([C:34]4[CH:33]=[CH:32][C:31]([NH:30][C:28]([NH:27][CH2:25][CH3:26])=[O:29])=[CH:36][CH:35]=4)=[N:42][C:41]=3[CH2:43]2)=[O:10])=[N:4][CH:5]=[CH:6][N:7]=1. Procedure: 3-Chloropyrazine-2-carboxylic acid (0.0648 g, 0.000409 mol) in dry Methylene chloride (1.50 mL, 0.0234 mol) was added N,N-Dimethylformamide (0.00200 mL, 0.0000258 mol) followed by Oxalyl chloride (0.040 mL, 0.00047 mol) dropwise. The reaction mixture was stirred for 3 hours then concentrated, added 1-ethyl-3-(4-(4-morpholino-5,6,7,8-tetrahydropyrido[3,4-d]pyrimidin-2-yl)phenyl)urea (0.102 g, 0.000267 mol), N,N-Dimethylformamide (1.80 mL, 0.0232 mol), and N,N-Diisopropylethylamine (0.180 mL, 0.00... Starting materials: OC1=C(C=C(C=C1)C1=CC=C(C=C1)OC)C(=O)O (4-hydroxy-4′-methoxy-3-biphenylcarboxylic acid), C(C)(=O)O (acetic acid), Br (hydrobromic acid), solution. The reagents and catalysts are [Br-].C(CCC)[P+](CCCC)(CCCC)CCCC (tetrabutylphosphonium bromide). Run in O (water). The product is OC1=C(C=C(C=C1)C1=CC=C(C=C1)O)C(=O)O (4,4′-dihydroxy-3-biphenyl-carboxylic acid). Isolated yield 48.3%. As a reaction SMILES: [OH:1][C:2]1[CH:7]=[CH:6][C:5]([C:8]2[CH:13]=[CH:12][C:11]([O:14]C)=[CH:10][CH:9]=2)=[CH:4][C:3]=1[C:16]([OH:18])=[O:17].C(O)(=O)C.Br>[Br-].C([P+](CCCC)(CCCC)CCCC)CCC.O>[OH:1][C:2]1[CH:7]=[CH:6][C:5]([C:8]2[CH:9]=[CH:10][C:11]([OH:14])=[CH:12][CH:13]=2)=[CH:4][C:3]=1[C:16]([OH:18])=[O:17] |f:3.4|. Procedure details: A solution of 4-hydroxy-4′-methoxy-3-biphenylcarboxylic acid (5.3 g; 21.6 mmol), tetrabutylphosphonium bromide (0.8 g; 2.3 mmol), acetic acid (35 ml) and hydrobromic acid (35 ml of a 48% solution) was heated at reflux for 6 h. The reaction mixture was cooled and poured into water (400 ml). The resulting precipitate was isolated and recrystallised from ethyl acetate to give 2.4 g (47%) of 4,4′-dihydroxy-3-biphenyl-carboxylic acid. Starting materials: Cc1c(NC(=O)C(C)(C)C)ccc(C#N)c1C(F)(F)F, CCOC(C)=O, CCO, Cl, [Na+], [OH-]. The product is Cc1c(N)ccc(C#N)c1C(F)(F)F. Reaction SMILES: [C:1](#[N:2])[c:3]1[c:4]([C:17]([F:18])([F:19])[F:20])[c:5]([CH3:16])[c:6]([NH:9][C:10](=[O:11])[C:12]([CH3:13])([CH3:14])[CH3:15])[cH:7][cH:8]1.[CH3:24][CH2:25][O:26][C:27]([CH3:28])=[O:29].[CH3:30][CH2:31][OH:32].[ClH:21].[Na+:23].[OH-:22]>>[C:1](#[N:2])[c:3]1[c:4]([C:17]([F:18])([F:19])[F:20])[c:5]([CH3:16])[c:6]([NH2:9])[cH:7][cH:8]1. Starting materials: C(CCC)(=O)O[C@H](C)C1=NC=CC(N1)=O ((R)-2-(1-Butyryloxy-ethyl)-3H-pyrimidin-4-one), P(=O)(Cl)(Cl)Cl (phosphorus oxychloride). Conditions: time 3 hour. The product is C(CCC)(=O)O[C@H](C)C1=NC=CC(=N1)Cl ((R)-1-(4-Chloro-pyrimidin-2-yl)-ethyl butyrate). As a reaction SMILES: [C:1]([O:6][C@@H:7]([C:9]1[NH:14][C:13](=O)[CH:12]=[CH:11][N:10]=1)[CH3:8])(=[O:5])[CH2:2][CH2:3][CH3:4].P(Cl)(Cl)([Cl:18])=O>>[C:1]([O:6][C@@H:7]([C:9]1[N:14]=[C:13]([Cl:18])[CH:12]=[CH:11][N:10]=1)[CH3:8])(=[O:5])[CH2:2][CH2:3][CH3:4]. Procedure: (R)-2-(1-Butyryloxy-ethyl)-3H-pyrimidin-4-one (prepared according to the method of Preparation Fourteen, 3.00 g, 16.5 mmol) was added to phosphorus oxychloride (10 mL) at ambient temperature and stirred for 3 h. Excess phosphorus oxychloride was removed under vacuum and the resulting oil was partitioned between dichloromethane and saturated aqueous sodium carbonate. The layers were separated and the organic layer was washed once with water, once with saturated aqueous sodium chloride and dried o... Starting materials: BrC=1C=C2C(=CC=NC2=CC1)Cl (6-bromo-4-chloro-quinoline), N1CCOCC1 (morpholine). Solvent: O (water). Conditions: temperature 150 celsius, time 2 day. The product is BrC=1C=C2C(=CC=NC2=CC1)N1CCOCC1 (6-bromo-4-morpholin-4-yl-quinoline). Isolated yield 87.8%. RXN SMILES: [Br:1][C:2]1[CH:3]=[C:4]2[C:9](=[CH:10][CH:11]=1)[N:8]=[CH:7][CH:6]=[C:5]2Cl.[NH:13]1[CH2:18][CH2:17][O:16][CH2:15][CH2:14]1>O>[Br:1][C:2]1[CH:3]=[C:4]2[C:9](=[CH:10][CH:11]=1)[N:8]=[CH:7][CH:6]=[C:5]2[N:13]1[CH2:18][CH2:17][O:16][CH2:15][CH2:14]1. Procedure: A mixture of 6-bromo-4-chloro-quinoline (1.0 g, 4.12 mmol) and morpholine (9.98 g, 114.6 mmol) was heated to 150° C. in a sealed tube and stirred for 2 days. Then, the brown suspension was diluted with water and extracted with ethyl acetate (3×50 mL). The combined extracts were washed with brine solution and dried over anhydrous magnesium sulfate. After filtration of the drying agent, the filtrate was removed under the vacuum and the residue was purified by using a Biotage silica gel column chro... RXN SMILES: C([O:8][C:9]1[CH:14]=[CH:13][C:12]([O:15][CH2:16][CH3:17])=[CH:11][C:10]=1[F:18])C1C=CC=CC=1>C(OCC)(=O)C.[Pd]>[CH2:16]([O:15][C:12]1[CH:13]=[CH:14][C:9]([OH:8])=[C:10]([F:18])[CH:11]=1)[CH3:17]. Conditions: time 8 hour. Reagents/catalysts: [Pd] (Palladium-on-carbon). The yield is 93.6%. Procedure details: 10% Palladium-on-carbon (26 mg, 0.11 mmol) was added to a solution of 1-benzyloxy-4-ethoxy-2-fluoro-benzene (260 mg, 1.06 mmol) in ethyl acetate (20 mL). The reaction mixture was shaken under hydrogen (30 psi) overnight. The reaction mixture was filtered through celite and a pad of silica gel, which was washed with 40% ethyl acetate/hexane. The solvent was removed to give 4-ethoxy-2-fluoro-phenol (155 mg, 94%) as a white solid which was used directly in the next step without further purification... Solvent: C(C)(=O)OCC (ethyl acetate). Product: C(C)OC1=CC(=C(C=C1)O)F (4-ethoxy-2-fluoro-phenol). Reactants: C(C1=CC=CC=C1)OC1=C(C=C(C=C1)OCC)F (1-benzyloxy-4-ethoxy-2-fluoro-benzene).